This data is from the Open Reaction Database (ORD), a public repository of structured organic reaction records. The task is: describe an organic reaction: reactants, conditions, products, and yield Starting materials: CC#N, CC#N, C=CCc1c(NC(=O)C(F)(F)F)ccc2c(=O)cc(C(=O)OCC)oc12, ClCCl, Cl[Pd]Cl. The product is CC=Cc1c(NC(=O)C(F)(F)F)ccc2c(=O)cc(C(=O)OCC)oc12. As a reaction SMILES: [C:33](#[N:34])[CH3:35].[C:36](#[N:37])[CH3:38].[CH2:1]([CH3:2])[O:3][C:4](=[O:5])[c:6]1[o:7][c:8]2[c:9]([CH2:24][CH:25]=[CH2:26])[c:10]([NH:17][C:18]([C:19]([F:20])([F:21])[F:22])=[O:23])[cH:11][cH:12][c:13]2[c:14](=[O:16])[cH:15]1.[CH2:27]([Cl:28])[Cl:29].[Pd:30]([Cl:31])[Cl:32]>>[CH2:1]([CH3:2])[O:3][C:4](=[O:5])[c:6]1[o:7][c:8]2[c:9]([CH:24]=[CH:25][CH3:26])[c:10]([NH:17][C:18]([C:19]([F:20])([F:21])[F:22])=[O:23])[cH:11][cH:12][c:13]2[c:14](=[O:16])[cH:15]1. Starting materials: CS(=O)(=O)OCCCCCCc1ccc(OCc2coc(C=Cc3ccccc3)n2)cc1, c1c[nH]cn1. Product: C(=Cc1nc(COc2ccc(CCCCCCn3ccnc3)cc2)co1)c1ccccc1. Reaction SMILES: [CH3:6][S:7]([O:8][CH2:11][CH2:12][CH2:13][CH2:14][CH2:15][CH2:16][c:17]1[cH:18][cH:19][c:20]([O:23][CH2:24][c:25]2[n:26][c:27]([CH:30]=[CH:31][c:32]3[cH:33][cH:34][cH:35][cH:36][cH:37]3)[o:28][cH:29]2)[cH:21][cH:22]1)(=[O:9])=[O:10].[nH:1]1[cH:2][n:3][cH:4][cH:5]1>>[n:1]1([CH2:11][CH2:12][CH2:13][CH2:14][CH2:15][CH2:16][c:17]2[cH:18][cH:19][c:20]([O:23][CH2:24][c:25]3[n:26][c:27]([CH:30]=[CH:31][c:32]4[cH:33][cH:34][cH:35][cH:36][cH:37]4)[o:28][cH:29]3)[cH:21][cH:22]2)[cH:2][n:3][cH:4][cH:5]1.